This data is from the Open Reaction Database (ORD), a public repository of structured organic reaction records. The task is: describe an organic reaction: reactants, conditions, products, and yield Run in CC#N (CH3CN), CC#N (CH3CN). Procedure: To a mechanically stirred mixture of 11.52 g (0.087 mol) of copper (II) chloride, and 11.18 g (0.108 mol) of t-butylnitrite in 350 ml of CH3CN, was added a solution of 25.00 g (0.070 mol) of product of Example 100 in 25 ml of CH3CN in such a rate that a slow evolution of N2 was observed. After 18 hours the mixture was poured into 3.7% HCl, and extracted with diethyl ether. The ether phase was washed with H2O and dried (MgSO4). This was concentrated in vacuo to 24.03 g of a yellow oil. The crude ... Product: FC(C1=C(C(=C(C(=N1)C(F)(F)F)C(=O)OCC)Cl)C(=O)OCC)F (Diethyl 6-(difluoromethyl)-4-chloro-2-(trifluoromethyl)-3,5-pyridinedicarboxylate). The reagents and catalysts are [Cu](Cl)Cl (copper (II) chloride). RXN SMILES: C(ON=O)(C)(C)C.[F:8][CH:9]([F:31])[C:10]1[N:15]=[C:14]([C:16]([F:19])([F:18])[F:17])[C:13]([C:20]([O:22][CH2:23][CH3:24])=[O:21])=[C:12](N)[C:11]=1[C:26]([O:28][CH2:29][CH3:30])=[O:27].N#N.[ClH:34]>CC#N.[Cu](Cl)Cl>[F:8][CH:9]([F:31])[C:10]1[N:15]=[C:14]([C:16]([F:19])([F:18])[F:17])[C:13]([C:20]([O:22][CH2:23][CH3:24])=[O:21])=[C:12]([Cl:34])[C:11]=1[C:26]([O:28][CH2:29][CH3:30])=[O:27]. Starting materials: FC(C1=C(C(=C(C(=N1)C(F)(F)F)C(=O)OCC)N)C(=O)OCC)F (Diethyl 6-(difluoromethyl)-4-amino-2-(trifluoromethyl)-3,5-pyridinedicarboxylate), N#N (N2), Cl (HCl), C(C)(C)(C)ON=O (t-butylnitrite). Starting materials: COC([C@H](CC1CCCCC1)N)=O ((S)-2-amino-3-cyclohexyl-propionic acid methyl ester), C(C)(C)N(C(C)C)CC (N,N-diisopropylethylamine), ice water, C(C)OC(\C=C(/CBr)\OC1=CC(=CC=C1)OC)=O ((E)-4-bromo-3-(3-methoxy-phenoxy)-but-2-enoic acid ethyl ester). Solvent: CN(C=O)C (N,N-dimethylformamide). Conditions: time 5 minute. The product is COC([C@H](CC1CCCCC1)N1C(C=C(C1)OC1=CC(=CC=C1)OC)=O)=O ((S)-3-cyclohexyl-2-[4-(3-methoxy-phenoxy)-2-oxo-2,5-dihydro-pyrrol-1-yl]-propionic acid methyl ester). The yield is 50.0%. As a reaction SMILES: [CH3:1][O:2][C:3](=[O:13])[C@@H:4]([NH2:12])[CH2:5][CH:6]1[CH2:11][CH2:10][CH2:9][CH2:8][CH2:7]1.C(N(CC)C(C)C)(C)C.C([O:25][C:26](=O)/[CH:27]=[C:28](/[O:31][C:32]1[CH:37]=[CH:36][CH:35]=[C:34]([O:38][CH3:39])[CH:33]=1)\[CH2:29]Br)C>CN(C)C=O>[CH3:1][O:2][C:3](=[O:13])[C@@H:4]([N:12]1[CH2:29][C:28]([O:31][C:32]2[CH:37]=[CH:36][CH:35]=[C:34]([O:38][CH3:39])[CH:33]=2)=[CH:27][C:26]1=[O:25])[CH2:5][CH:6]1[CH2:11][CH2:10][CH2:9][CH2:8][CH2:7]1. Procedure: To a stirred solution of (S)-2-amino-3-cyclohexyl-propionic acid methyl ester (1.20 g, 0.006 mol) in N,N-dimethylformamide (10 mL) was added N,N-diisopropylethylamine (4.06 g, 0.031 mol) slowly at room temperature, under nitrogen. The resulting mixture was stirred for 5 min and then treated with (E)-4-bromo-3-(3-methoxy-phenoxy)-but-2-enoic acid ethyl ester (2.00 g, 0.006 mol) and the reaction mixture was heated at 110° C.-120° C. for 16 h. After this time, ice water was added and the resulting ... Reactants: O (water), FC=1C=C(N)C=CC1C (3-fluoro-4-methylaniline), N(=O)OC(C)(C)C (t-butyl nitrite), FC=1C=C(N)C=CC1C (3-fluoro-4-methylaniline), CSSC (dimethyl disulphide), N(=O)OC(C)(C)C (t-butyl nitrite). The solvent is ClCCCl (1,2-dichloroethane), ClCCCl (1,2-dichloroethane). Run at time 2 hour. The product is FC1=C(C=CC(=C1)SC)C (2-fluoro-4-(methylsulphenyl)toluene). The yield is 525.5%. RXN SMILES: [F:1][C:2]1[CH:3]=[C:4]([CH:6]=[CH:7][C:8]=1[CH3:9])N.[CH3:10][S:11]SC.N(OC(C)(C)C)=O.O>ClCCCl>[F:1][C:2]1[CH:3]=[C:4]([S:11][CH3:10])[CH:6]=[CH:7][C:8]=1[CH3:9]. Procedure details: A mixture of 3-fluoro-4-methylaniline (25 g), dimethyl disulphide (375 g) and t-butyl nitrite (30 ml) in 1,2-dichloroethane was warmed to start the reaction. A solution of 3-fluoro-4-methylaniline (225 g) in 1,2-dichloroethane was added dropwise, simultaneously with t-butyl nitrite (241 ml) at such a rate as to maintain the temperature below 60° C. The mixture was stirred for 2 hours, then water was added. The organic layer was washed with water, hydrochloric acid, dried (anhydrous magnesium sul... Reactants: N1C=CC2=CC=CC=C12 (indole), C(C=1C(C=O)=CC=CC1)(=O)O (phthalaldehydic acid). Yields the product N1C=C(C2=CC=CC=C12)C1(OC(=O)C2=CC=CC=C12)C1=CNC2=CC=CC=C12 (3,3-di-(indol- 3-yl) phthalide). Reaction SMILES: [NH:1]1[C:9]2[C:4](=[CH:5][CH:6]=[CH:7][CH:8]=2)[CH:3]=[CH:2]1.[C:10]([OH:20])(=O)[C:11]1[C:12](=[CH:15][CH:16]=[CH:17][CH:18]=1)[CH:13]=[O:14]>>[NH:1]1[C:9]2[C:4](=[CH:5][CH:6]=[CH:7][CH:8]=2)[C:3]([C:10]2([C:3]3[C:4]4[C:9](=[CH:8][CH:7]=[CH:6][CH:5]=4)[NH:1][CH:2]=3)[C:11]3[C:12](=[CH:15][CH:16]=[CH:17][CH:18]=3)[C:13](=[O:14])[O:20]2)=[CH:2]1. Reported procedure: This reaction sequence is further illustrated below under the preferred anhydrous conditions using as specific reactants, indole and phthalaldehydic acid to produce 3,3-di-(indol- 3-yl) phthalide. ##STR5## The reactants are C(C1=CC=CC=C1)SC1(CCC2(OCCO2)CC1)CNC(=O)C=1NC2=C(C=CC=C2C1)N(S(=O)(=O)C=1SC=CC1)C (N-{[8-(benzylthio)-1,4-dioxaspiro[4.5]dec-8-yl]methyl}-7-[methyl(2-thienylsulfonyl)amino]-1H-indole-2-carboxamide), C(C)(=O)O (acetic acid). Run in O (water). Product: C(C1=CC=CC=C1)SC1(CCC(CC1)=O)CNC(=O)C=1NC2=C(C=CC=C2C1)N(S(=O)(=O)C=1SC=CC1)C (N-{[1-(benzylthio)-4-oxocyclohexyl]methyl}-7-[methyl(2-thienylsulfonyl)amino]-1H-indole-2-carboxamide). The yield is 70.4%. RXN SMILES: [CH2:1]([S:8][C:9]1([CH2:19][NH:20][C:21]([C:23]2[NH:24][C:25]3[C:30]([CH:31]=2)=[CH:29][CH:28]=[CH:27][C:26]=3[N:32]([CH3:41])[S:33]([C:36]2[S:37][CH:38]=[CH:39][CH:40]=2)(=[O:35])=[O:34])=[O:22])[CH2:18][CH2:17][C:12]2(OCC[O:13]2)[CH2:11][CH2:10]1)[C:2]1[CH:7]=[CH:6][CH:5]=[CH:4][CH:3]=1.C(O)(=O)C>O>[CH2:1]([S:8][C:9]1([CH2:19][NH:20][C:21]([C:23]2[NH:24][C:25]3[C:30]([CH:31]=2)=[CH:29][CH:28]=[CH:27][C:26]=3[N:32]([CH3:41])[S:33]([C:36]2[S:37][CH:38]=[CH:39][CH:40]=2)(=[O:35])=[O:34])=[O:22])[CH2:18][CH2:17][C:12](=[O:13])[CH2:11][CH2:10]1)[C:2]1[CH:7]=[CH:6][CH:5]=[CH:4][CH:3]=1. Procedure details: A mixture of N-{[8-(benzylthio)-1,4-dioxaspiro[4.5]dec-8-yl]methyl}-7-[methyl(2-thienylsulfonyl)amino]-1H-indole-2-carboxamide (1.21 g) and acetic acid (15 mL) was added at 80° C. for 24 hr, water was added, and the mixture was extracted with ethyl acetate. The ethyl acetate layer was washed successively with saturated aqueous sodium hydrogencarbonate and saturated brine, dried (MgSO4), and concentrated. The residue was subjected to basic silica gel column chromatography to give the title compou... The reactants are C(#N)C=1C=C(C=CC1F)S(=O)(=O)N(C1=NC=NS1)CC1=C(C=C(C=C1)OC)OC (3-cyano-N-(2,4-dimethoxybenzyl)-4-fluoro-N-1,2,4-thiadiazol-5-ylbenzenesulfonamide), ClC=1C(=CC(=C(C1)C=1C=NN(C1)C(=O)OC(C)(C)C)O)F (tert-butyl 4-(5-chloro-4-fluoro-2-hydroxyphenyl)-1H-pyrazole-1-carboxylate). Product: ClC=1C(=CC(=C(C1)C=1C=NN(C1)C(=O)OC(C)(C)C)OC1=C(C=C(C=C1)S(=O)(=O)N(C1=NC=NS1)CC1=C(C=C(C=C1)OC)OC)C#N)F (tert-butyl 4-[5-chloro-2-(2-cyano-4-{[(2,4-dimethoxybenzyl)(1,2,4-thiadiazol-5-yl)amino]sulfonyl}phenoxy)-4-fluorophenyl]-1H-pyrazole-1-carboxylate). Reaction SMILES: [C:1]([C:3]1[CH:4]=[C:5]([S:10]([N:13]([CH2:19][C:20]2[CH:25]=[CH:24][C:23]([O:26][CH3:27])=[CH:22][C:21]=2[O:28][CH3:29])[C:14]2[S:18][N:17]=[CH:16][N:15]=2)(=[O:12])=[O:11])[CH:6]=[CH:7][C:8]=1F)#[N:2].[Cl:30][C:31]1[C:32]([F:50])=[CH:33][C:34]([OH:49])=[C:35]([C:37]2[CH:38]=[N:39][N:40]([C:42]([O:44][C:45]([CH3:48])([CH3:47])[CH3:46])=[O:43])[CH:41]=2)[CH:36]=1>>[Cl:30][C:31]1[C:32]([F:50])=[CH:33][C:34]([O:49][C:8]2[CH:7]=[CH:6][C:5]([S:10]([N:13]([CH2:19][C:20]3[CH:25]=[CH:24][C:23]([O:26][CH3:27])=[CH:22][C:21]=3[O:28][CH3:29])[C:14]3[S:18][N:17]=[CH:16][N:15]=3)(=[O:11])=[O:12])=[CH:4][C:3]=2[C:1]#[N:2])=[C:35]([C:37]2[CH:38]=[N:39][N:40]([C:42]([O:44][C:45]([CH3:46])([CH3:47])[CH3:48])=[O:43])[CH:41]=2)[CH:36]=1. Reported procedure: The title compound was prepared using a method analogous to that for Preparation 733 below, using 3-cyano-N-(2,4-dimethoxybenzyl)-4-fluoro-N-1,2,4-thiadiazol-5-ylbenzenesulfonamide (Preparation 68) and tert-butyl 4-(5-chloro-4-fluoro-2-hydroxyphenyl)-1H-pyrazole-1-carboxylate (Preparation 743). Purification was by column chromatography (silica, heptane-ethyl acetate 10-60% v/v). The reactants are BrC=1C=NC(N(C1)C1CCC(CC1)N1CC(C1)NC(=O)CNC(C1=CC(=CC=C1)C(F)(F)F)=O)=O (N-({1-[4-(5-Bromo-2-oxo-2H-pyrimidin-1-yl)-cyclohexyl]-azetidin-3-ylcarbamoyl}-methyl)-3-trifluoromethyl-benzamide). Reagents/catalysts: [Pd] (Pd/C). Run in CO (MeOH). Product: O=C1N(C=CC=N1)C1CCC(CC1)N1CC(C1)NC(=O)CNC(C1=CC(=CC=C1)C(F)(F)F)=O (N-({1-[4-(2-Oxo-2H-pyrimidin-1-yl)-cyclohexyl]-azetidin-3-ylcarbamoyl}-methyl)-3-trifluoromethyl-benzamide). As a reaction SMILES: Br[C:2]1[CH:3]=[N:4][C:5](=[O:35])[N:6]([CH:8]2[CH2:13][CH2:12][CH:11]([N:14]3[CH2:17][CH:16]([NH:18][C:19]([CH2:21][NH:22][C:23](=[O:34])[C:24]4[CH:29]=[CH:28][CH:27]=[C:26]([C:30]([F:33])([F:32])[F:31])[CH:25]=4)=[O:20])[CH2:15]3)[CH2:10][CH2:9]2)[CH:7]=1>CO.[Pd]>[O:35]=[C:5]1[N:4]=[CH:3][CH:2]=[CH:7][N:6]1[CH:8]1[CH2:13][CH2:12][CH:11]([N:14]2[CH2:15][CH:16]([NH:18][C:19]([CH2:21][NH:22][C:23](=[O:34])[C:24]3[CH:29]=[CH:28][CH:27]=[C:26]([C:30]([F:32])([F:33])[F:31])[CH:25]=3)=[O:20])[CH2:17]2)[CH2:10][CH2:9]1. Reported procedure: N-({1-[4-(5-Bromo-2-oxo-2H-pyrimidin-1-yl)-cyclohexyl]-azetidin-3-ylcarbamoyl}-methyl)-3-trifluoromethyl-benzamide (as prepared in Example 3, Step C, ˜150 mg, 0.27 mmol) in MeOH (20 mL) was driven through H-Cube® Continuous-flow Hydrogenation reactor (ThalesNano, Budapest, Hungary) under full hydrogen mode at room temperature using 10% Pd/C cartridge. The resulting solution was concentrated and purified by silica gel column on a CombiFlash® system using ethyl acetate and 7N NH3 in MeOH as eluent... The reactants are CC(C)(C)OC(=O)NCc1ccc(C(=O)O)cc1, CCCN(CCC)Cc1ccc(N)cc1, ClC(Cl)Cl, CN(C)C=O, On1nnc2ccccc21. Yields the product CCCN(CCC)Cc1ccc(NC(=O)c2ccc(CNC(=O)OC(C)(C)C)cc2)cc1. As a reaction SMILES: [C:1]([CH3:2])([CH3:3])([CH3:4])[O:5][C:6](=[O:7])[NH:8][CH2:9][c:10]1[cH:11][cH:12][c:13]([C:14](=[O:15])[OH:16])[cH:17][cH:18]1.[CH2:29]([CH2:30][CH3:31])[N:32]([CH2:33][CH2:34][CH3:35])[CH2:36][c:37]1[cH:38][cH:39][c:40]([NH2:43])[cH:41][cH:42]1.[CH:44]([Cl:45])([Cl:46])[Cl:47].[O:48]=[CH:49][N:50]([CH3:51])[CH3:52].[OH:19][n:20]1[c:21]2[c:22]([cH:23][cH:24][cH:25][cH:26]2)[n:27][n:28]1>>[C:1]([CH3:2])([CH3:3])([CH3:4])[O:5][C:6](=[O:7])[NH:8][CH2:9][c:10]1[cH:11][cH:12][c:13]([C:14](=[O:16])[NH:43][c:40]2[cH:39][cH:38][c:37]([CH2:36][N:32]([CH2:29][CH2:30][CH3:31])[CH2:33][CH2:34][CH3:35])[cH:42][cH:41]2)[cH:17][cH:18]1.